The task is: describe an organic reaction: reactants, conditions, products, and yield. This data is from the Open Reaction Database (ORD), a public repository of structured organic reaction records. Starting materials: FC1=NC=CC(=C1)C1=NN(C2=CN=C(C=C21)C=2C=NC=CC2)C2OCCCC2 (3-(2-fluoropyridin-4-yl)-5-(pyridin-3-yl)-1-(tetrahydro-2H-pyran-2-yl)-1H-pyrazolo[3,4-c]pyridine), C(CN)N (1,2-ethylenediamine). Product: N1=CC(=CC=C1)C=1C=C2C(=CN1)NN=C2C2=CC(=NC=C2)NCCN (N1-(4-(5-(pyridin-3-yl)-1H-pyrazolo[3,4-c]pyridin-3-yl)pyridin-2-yl)ethane-1,2-diamine). Isolated yield 64.0%. RXN SMILES: F[C:2]1[CH:7]=[C:6]([C:8]2[C:16]3[C:11](=[CH:12][N:13]=[C:14]([C:17]4[CH:18]=[N:19][CH:20]=[CH:21][CH:22]=4)[CH:15]=3)[N:10](C3CCCCO3)[N:9]=2)[CH:5]=[CH:4][N:3]=1.[CH2:29]([NH2:32])[CH2:30][NH2:31]>>[N:19]1[CH:20]=[CH:21][CH:22]=[C:17]([C:14]2[CH:15]=[C:16]3[C:8]([C:6]4[CH:5]=[CH:4][N:3]=[C:2]([NH:31][CH2:30][CH2:29][NH2:32])[CH:7]=4)=[N:9][NH:10][C:11]3=[CH:12][N:13]=2)[CH:18]=1. Reported procedure: Following the procedure of Example 143, 3-(2-fluoropyridin-4-yl)-5-(pyridin-3-yl)-1-(tetrahydro-2H-pyran-2-yl)-1H-pyrazolo[3,4-c]pyridine and 1,2-ethylenediamine were reacted and purified via reverse phase HPLC using a gradient of MeOH in water with 0.1% NH4OH to afford 32 mg (64%) of 159. ESI MS m/z 332.1 (M+1). 1H NMR (400 MHz, DMSO): 9.38 (s, 1H), 9.23 (s, 1H), 8.60 (d, J=11.0 Hz, 2H), 8.53 (d, J=7.1 Hz, 1H), 8.10 (s, 1H), 7.54 (s, 1H), 7.25 (d, J=11.9 Hz, 2H), 6.67 (s, 1H), 2.78 (s, 2H) The reactants are C(C=C)I (allyl iodide), C([O-])([O-])=O.[K+].[K+] (potassium carbonate), OC1=C2C=C(NC2=CC=C1)C(=O)OCC (ethyl 4-hydroxyindole-2-carboxylate). The solvent is CN(C=O)C (N,N-dimethylformamide). Conditions: temperature 50 celsius, time 45 minute. Product: C(C=C)OC1=C2C=C(NC2=CC=C1)C(=O)OCC (Ethyl 4-allyloxyindole-2-carboxylate). Yield: 71.3%. As a reaction SMILES: [OH:1][C:2]1[CH:10]=[CH:9][CH:8]=[C:7]2[C:3]=1[CH:4]=[C:5]([C:11]([O:13][CH2:14][CH3:15])=[O:12])[NH:6]2.[CH2:16](I)[CH:17]=[CH2:18].C(=O)([O-])[O-].[K+].[K+]>CN(C)C=O>[CH2:18]([O:1][C:2]1[CH:10]=[CH:9][CH:8]=[C:7]2[C:3]=1[CH:4]=[C:5]([C:11]([O:13][CH2:14][CH3:15])=[O:12])[NH:6]2)[CH:17]=[CH2:16] |f:2.3.4|. Procedure: 50 mg (0.24 mmol) of ethyl 4-hydroxyindole-2-carboxylate (U.S. Pat. No. 3,705,907), 48 mg (0.29 mmol) of allyl iodide, and 33 mg (0.24 mmol) of potassium carbonate were added to 0.5 ml of N,N-dimethylformamide, and the mixture was stirred for 1 hour and 45 minutes at 50° C. After the reaction, the solvent was evaporated. The residue was dissolved in chloroform, washed with saturated aqueous solution of sodium hydrogen carbonate and brine, and dried over anhydrous sodium sulfate. The solvent was ... The reactants are N1=C(NC2=C1C=CC=C2)C(=O)O (benzoimidazole-2-carboxylic acid), C1=CN(C=N1)C(=O)N2C=CN=C2 (CDI), COC1=C(C=C(C=C1)N1CCOCC1)N (2-Methoxy-5-morpholin-4-yl-phenylamine). Conditions: time 1 hour. The product is COC1=C(C=C(C=C1)N1CCOCC1)NC(=O)C1=NC2=C(N1)C=CC=C2 (1H-benzoimidazole-2-carboxylic acid (2-methoxy-5-morpholin-4-yl-phenyl)-amide). As a reaction SMILES: [N:1]1[C:5]2[CH:6]=[CH:7][CH:8]=[CH:9][C:4]=2[NH:3][C:2]=1[C:10]([OH:12])=O.C1N=CN(C(N2C=NC=C2)=O)C=1.[CH3:25][O:26][C:27]1[CH:32]=[CH:31][C:30]([N:33]2[CH2:38][CH2:37][O:36][CH2:35][CH2:34]2)=[CH:29][C:28]=1[NH2:39]>>[CH3:25][O:26][C:27]1[CH:32]=[CH:31][C:30]([N:33]2[CH2:34][CH2:35][O:36][CH2:37][CH2:38]2)=[CH:29][C:28]=1[NH:39][C:10]([C:2]1[NH:1][C:5]2[CH:6]=[CH:7][CH:8]=[CH:9][C:4]=2[N:3]=1)=[O:12]. Procedure: In accordance with scheme 3, to a suspension of a corresponding benzoimidazole-2-carboxylic acid (XIII) was added CDI and stirred at ambient temperature for about 1 h. Then the mixture is refluxed for about 30 min. After cooling to ambient temperature, 2-methoxy-5-morpholin-4-yl-phenylamine (for R1=morpholinyl, IX) was added and the reaction mixture was heated to reflux for about 16 h. After workup, the corresponding 1H-benzoimidazole-2-carboxylic acid (2-methoxy-5-morpholin-4-yl-phenyl)-amide (... Run in CCO (EtOH), CCOC(=O)C (EtOAc). As a reaction SMILES: [C:1]([O:5][C:6](=[O:39])[CH2:7][N:8]1[C:17](=[O:18])[C:16](=[CH:19][C:20]2[C:28]3[C:23](=[CH:24][CH:25]=[CH:26][CH:27]=3)[NH:22][CH:21]=2)[C:15]2[N:11]([C:12]([C:29]3[CH:34]=[CH:33][CH:32]=[CH:31][CH:30]=3)=[N:13][N:14]=2)[C:10]2[CH:35]=[CH:36][CH:37]=[CH:38][C:9]1=2)([CH3:4])([CH3:3])[CH3:2]>CCO.CCOC(C)=O>[C:1]([O:5][C:6](=[O:39])[CH2:7][N:8]1[C:17](=[O:18])[CH:16]([CH2:19][C:20]2[C:28]3[C:23](=[CH:24][CH:25]=[CH:26][CH:27]=3)[NH:22][CH:21]=2)[C:15]2[N:11]([C:12]([C:29]3[CH:30]=[CH:31][CH:32]=[CH:33][CH:34]=3)=[N:13][N:14]=2)[C:10]2[CH:35]=[CH:36][CH:37]=[CH:38][C:9]1=2)([CH3:4])([CH3:2])[CH3:3]. Reported procedure: Following the procedure described for Example 1(A), Step B, [4-(1H-indol-3-ylmethylene)-5-oxo-1-phenyl-4,5-dihydro-2,3,6,10b-tetraaza-benzo[e]azulen-6-yl]-acetic acid tert-butyl ester (4.84 g, 9.37 mmol) was reduced in EtOH (150 mL) for 3 hours at 80° C. The residue was dissolved in EtOAc and was washed with aqueous NH4Cl (1×) and brine (1×). The organic solution was dried (Na2SO4), filtered and concentrated to provide 4.26 g of [4-(1H-indol-3-ylmethyl)-5-oxo-1-phenyl-4,5-dihydro-2,3,6,10b-tetra... The product is C(C)(C)(C)OC(CN1C2=C(N3C(=NN=C3C(C1=O)CC1=CNC3=CC=CC=C13)C1=CC=CC=C1)C=CC=C2)=O ([4-(1H-indol-3-ylmethyl)-5-oxo-1-phenyl-4,5-dihydro-2,3,6,10b-tetraaza-benzo[e]azulen-6-yl]-acetic acid tert-butyl ester). Yield: 87.5%. Starting materials: C(C)(C)(C)OC(CN1C2=C(N3C(=NN=C3C(C1=O)=CC1=CNC3=CC=CC=C13)C1=CC=CC=C1)C=CC=C2)=O ([4-(1H-indol-3-ylmethylene)-5-oxo-1-phenyl-4,5-dihydro-2,3,6,10b-tetraaza-benzo[e]azulen-6-yl]-acetic acid tert-butyl ester). Reactants: N1=C(C=CC=C1)CC=1C(NC(=NC1)SC)=O (5-(2-pyridylmethyl)-2-methylthio-4-pyrimidone), BrC=1C(=NC=CC1)CSCCN (2-(3-bromo-2-pyridylmethylthio)ethylamine). Yields the product Br.Br.Br.BrC=1C(=NC=CC1)CSCCNC1=NC=C(C(N1)=O)CC1=NC=CC=C1 (2-[2-(3-Bromo-2-pyridylmethylthio)-ethylamino]-5-(2-pyridylmethyl)-4-pyrimidone trihydrobromide). Yield: 44.5%. As a reaction SMILES: [N:1]1[CH:6]=[CH:5][CH:4]=[CH:3][C:2]=1[CH2:7][C:8]1[C:9](=[O:16])[NH:10][C:11](SC)=[N:12][CH:13]=1.[Br:17][C:18]1[C:19]([CH2:24][S:25][CH2:26][CH2:27][NH2:28])=[N:20][CH:21]=[CH:22][CH:23]=1>>[BrH:17].[BrH:17].[BrH:17].[Br:17][C:18]1[C:19]([CH2:24][S:25][CH2:26][CH2:27][NH:28][C:11]2[NH:10][C:9](=[O:16])[C:8]([CH2:7][C:2]3[CH:3]=[CH:4][CH:5]=[CH:6][N:1]=3)=[CH:13][N:12]=2)=[N:20][CH:21]=[CH:22][CH:23]=1 |f:2.3.4.5|. Procedure: An intimate mixture of 5-(2-pyridylmethyl)-2-methylthio-4-pyrimidone (1.5 g) and 2-(3-bromo-2-pyridylmethylthio)ethylamine (1.6 g) was heated at 130° for 6 hours. After cooling, the residue was triturated with hot water and treated with dilute hydrobromic acid to give the title compound, in 44.5% yield, m.p. 225°-230° (decomp.) (ex methanol-water). Starting materials: F[B-](F)(F)F, C1COCCN1, CN(C)C=O, O=C(O)c1cc2cc(C(=O)N3CCN(C4CCCC4)CC3)ccc2[nH]1, CCN(C(C)C)C(C)C, Cl, CN(C)C(On1nnc2ccccc21)=[N+](C)C. The product is O=C(c1ccc2[nH]c(C(=O)N3CCOCC3)cc2c1)N1CCN(C2CCCC2)CC1. Reaction SMILES: [B-:27]([F:28])([F:29])([F:30])[F:31].[CH2:49]1[CH2:50][O:51][CH2:52][CH2:53][NH:54]1.[CH3:64][N:65]([CH3:66])[CH:67]=[O:68].[CH:1]1([N:6]2[CH2:7][CH2:8][N:9]([C:12](=[O:13])[c:14]3[cH:15][c:16]4[cH:17][c:18]([C:23](=[O:24])[OH:25])[nH:19][c:20]4[cH:21][cH:22]3)[CH2:10][CH2:11]2)[CH2:2][CH2:3][CH2:4][CH2:5]1.[CH:55]([N:56]([CH2:57][CH3:58])[CH:59]([CH3:60])[CH3:61])([CH3:62])[CH3:63].[ClH:26].[n:32]1([O:33][C:34]([N:35]([CH3:36])[CH3:37])=[N+:38]([CH3:39])[CH3:40])[c:41]2[cH:42][cH:43][cH:44][cH:45][c:46]2[n:47][n:48]1>>[CH:1]1([N:6]2[CH2:7][CH2:8][N:9]([C:12](=[O:13])[c:14]3[cH:15][c:16]4[cH:17][c:18]([C:23](=[O:25])[N:54]5[CH2:49][CH2:50][O:51][CH2:52][CH2:53]5)[nH:19][c:20]4[cH:21][cH:22]3)[CH2:10][CH2:11]2)[CH2:2][CH2:3][CH2:4][CH2:5]1. Reactants: [Li]CCCC (nBuLi), C(C)(C)(C)OC(NC=1SC(=CN1)C#C)=O ((5-Ethynyl-thiazol-2-yl)-carbamic acid tert-butyl ester), ClC(=O)OCC (ethyl chloroformate). Solvent: C1CCOC1 (THF). Reaction conditions: temperature -78 celsius. Yields the product C(C)OC(C#CC1=CN=C(S1)NC(=O)OC(C)(C)C)=O ((2-tert-butoxycarbonylamino-thiazol-5-yl)-propynoic acid ethyl ester). Yield: 88.3%. RXN SMILES: [C:1]([O:5][C:6](=[O:15])[NH:7][C:8]1[S:9][C:10]([C:13]#[CH:14])=[CH:11][N:12]=1)([CH3:4])([CH3:3])[CH3:2].[Li]CCCC.Cl[C:22]([O:24][CH2:25][CH3:26])=[O:23]>C1COCC1>[CH2:25]([O:24][C:22](=[O:23])[C:14]#[C:13][C:10]1[S:9][C:8]([NH:7][C:6]([O:5][C:1]([CH3:4])([CH3:3])[CH3:2])=[O:15])=[N:12][CH:11]=1)[CH3:26]. Procedure details: (5-Ethynyl-thiazol-2-yl)-carbamic acid tert-butyl ester (1.2 g, 5.350 mMol) was dissolved in THF (25 ml) in inert atmosphere and stirred at −78° C., nBuLi (7.4 ml, 1.6 M solution in hexane, 11.848 mMol) was added drop wise. After complete addition the reaction was stirred for 0.5 hr. followed by addition of ethyl chloroformate (0.775 g, 7.141 mMol) at −78° C. Reaction was allowed to come to 0° C. and quenched with water (50 ml) and extracted with ethyl acetate (25 ml×3). The organic layer was wa...